From a dataset of the Open Reaction Database (ORD), a public repository of structured organic reaction records. describe an organic reaction: reactants, conditions, products, and yield Conditions: temperature 90 celsius. Procedure: 2 g of sodium are introduced into 100 g of 2,2,3,3-tetrafluoropropanol at 40° C. After the addition of 10 g of 2,4-diamino-6-chloropyrimidine 3-oxide, the reaction mixture is maintained for 32 hours at 90° C. Yields the product NC1=NC(=CC(=[N+]1[O-])N)OCC(C(F)F)(F)F (2,4-Diamino-6-(2,2,3,3-tetrafluoropropyloxy)pyrimidine 3-oxide). RXN SMILES: [Na].[F:2][C:3]([F:9])([CH:6]([F:8])[F:7])[CH2:4][OH:5].[NH2:10][C:11]1[N+:16]([O-:17])=[C:15]([NH2:18])[CH:14]=[C:13](Cl)[N:12]=1>>[NH2:10][C:11]1[N+:16]([O-:17])=[C:15]([NH2:18])[CH:14]=[C:13]([O:5][CH2:4][C:3]([F:9])([F:2])[CH:6]([F:8])[F:7])[N:12]=1 |^1:0|. Reactants: [Na] (sodium), FC(CO)(C(F)F)F (2,2,3,3-tetrafluoropropanol), NC1=NC(=CC(=[N+]1[O-])N)Cl (2,4-diamino-6-chloropyrimidine 3-oxide). Starting materials: [Br-], CCC(CC)Nc1cc(C)nc(Oc2c(C)cc(C)cc2C)c1C(=O)n1ccnc1, CCOCC, ClCCl, C[Mg+]. Product: CCC(CC)Nc1cc(C)nc(Oc2c(C)cc(C)cc2C)c1C=O. Reaction SMILES: [Br-:36].[CH2:1]([CH3:2])[CH:3]([CH2:4][CH3:5])[NH:6][c:7]1[c:8]([C:24](=[O:25])[n:26]2[cH:27][cH:28][n:29][cH:30]2)[c:9]([O:14][c:15]2[c:16]([CH3:23])[cH:17][c:18]([CH3:22])[cH:19][c:20]2[CH3:21])[n:10][c:11]([CH3:13])[cH:12]1.[CH2:31]([O:32][CH2:33][CH3:34])[CH3:35].[CH2:39]([Cl:40])[Cl:41].[CH3:37][Mg+:38]>>[CH2:1]([CH3:2])[CH:3]([CH2:4][CH3:5])[NH:6][c:7]1[c:8]([CH:24]=[O:25])[c:9]([O:14][c:15]2[c:16]([CH3:23])[cH:17][c:18]([CH3:22])[cH:19][c:20]2[CH3:21])[n:10][c:11]([CH3:13])[cH:12]1.